Task: describe an organic reaction: reactants, conditions, products, and yield. Dataset: the Open Reaction Database (ORD), a public repository of structured organic reaction records The reactants are BrC(C(=O)OC)CCBr (methyl 2,4-dibromobutanoate), C1(CCCC1)N (cyclopentylamine). Product: COC(=O)C1N(CC1)C1CCCC1 (1-cyclopentyl-azetidine-2-carboxylic acid methyl ester). Isolated yield 33.0%. RXN SMILES: Br[CH:2]([CH2:7][CH2:8]Br)[C:3]([O:5][CH3:6])=[O:4].[CH:10]1([NH2:15])[CH2:14][CH2:13][CH2:12][CH2:11]1>>[CH3:6][O:5][C:3]([CH:2]1[CH2:7][CH2:8][N:15]1[CH:10]1[CH2:14][CH2:13][CH2:12][CH2:11]1)=[O:4]. Procedure details: The reaction of methyl 2,4-dibromobutanoate 17 with cyclopentylamine 18I yielded 1-cyclopentyl-azetidine-2-carboxylic acid methyl ester as a light brown solid (33%). MS ISP (m/e): 184.2 (100) [(M+H)]+.